Dataset: the Open Reaction Database (ORD), a public repository of structured organic reaction records. Task: describe an organic reaction: reactants, conditions, products, and yield Reported procedure: When 6,7-dimethoxy-4-methyl-2(1H)quinazolinone-1-pentanoic acid ethyl ester is hydrolyzed with 40% aqueous HBr for 24 hours as in Example 27 the title compound is obtained. The reactants are COC=1C=C2C(=NC(NC2=CC1OC)=O)C.C(C)OC(CCCC)=O (6,7-dimethoxy-4-methyl-2(1H)quinazolinone 1-pentanoic acid ethyl ester), Br (HBr). Reaction SMILES: C[O:2][C:3]1[CH:4]=[C:5]2[C:10](=[CH:11][C:12]=1[O:13]C)[NH:9][C:8](=[O:15])[N:7]=[C:6]2[CH3:16].C([O:19][C:20](=[O:25])[CH2:21][CH2:22][CH2:23][CH3:24])C.Br>>[OH:2][C:3]1[CH:4]=[C:5]2[C:10](=[CH:11][C:12]=1[OH:13])[NH:9][C:8](=[O:15])[N:7]=[C:6]2[CH3:16].[C:20]([OH:25])(=[O:19])[CH2:21][CH2:22][CH2:23][CH3:24] |f:0.1,3.4|. The product is OC=1C=C2C(=NC(NC2=CC1O)=O)C.C(CCCC)(=O)O (6,7-Dihydroxy-4-methyl-2(1H)quinazolinone 1-pentanoic acid). Starting materials: N(=O)[O-].[Na+] (NaNO2), FC=1C=CC=2N(C1)C(=C(N2)C(=O)NN)C (6-Fluoro-3-methylimidazo[1,2-a]pyridine-2-carbohydrazide), Cl (HCl), resultant solution, ice, C(=O)(O)[O-].[Na+] (NaHCO3). Run in O (water). Yields the product FC=1C=CC=2N(C1)C(=C(N2)C(=O)N=[N+]=[N-])C (6-Fluoro-3-methylimidazo[1,2-a]pyridine-2-carbonyl azide). The yield is 98.1%. RXN SMILES: [F:1][C:2]1[CH:3]=[CH:4][C:5]2[N:6]([C:8]([CH3:15])=[C:9]([C:11]([NH:13][NH2:14])=[O:12])[N:10]=2)[CH:7]=1.Cl.[N:17]([O-])=O.[Na+].C([O-])(O)=O.[Na+]>O>[F:1][C:2]1[CH:3]=[CH:4][C:5]2[N:6]([C:8]([CH3:15])=[C:9]([C:11]([N:13]=[N+:14]=[N-:17])=[O:12])[N:10]=2)[CH:7]=1 |f:2.3,4.5|. Procedure: Compound 6-A (1.8 g, 8.65 mmol) was dissolved in 2N HCl (21.6 mL, 43.2 mmol) and cooled in an ice bath. A solution of NaNO2 (0.716 g, 10.4 mmol) in water (3 mL) was added dropwise over 5 minutes and the resultant solution was stirred on the ice bath for 25 minutes, then made basic with careful addition of a saturated aqueous solution of NaHCO3. A solid precipitate was collected by filtration, then dissolved in CH2Cl2 and dried over Na2SO4. The solvent was evaporated in vacuo to afford compound 6... Reactants: COC(C(CC1=CC(=C(C=C1)OS(=O)(=O)C(F)(F)F)OS(=O)(=O)C(F)(F)F)NC(=O)OC(C)(C)C)=O (3-(3,4-bis-trifluoromethanesulfonyloxy-phenyl)-2-tert-butoxycarbonylamino-propionic acid methyl ester), P(OCC)(OCC)[O-] (diethyl phosphite), CN1CCOCC1 (4-methyl morpholine). The reagents and catalysts are C=1C=CC(=CC1)[P](C=2C=CC=CC2)(C=3C=CC=CC3)[Pd]([P](C=4C=CC=CC4)(C=5C=CC=CC5)C=6C=CC=CC6)([P](C=7C=CC=CC7)(C=8C=CC=CC8)C=9C=CC=CC9)[P](C=1C=CC=CC1)(C=1C=CC=CC1)C=1C=CC=CC1 (Pd(PPh3)4). Solvent: CC#N (MeCN), [NH4+].[Cl-] (NH4Cl). Run at temperature 95 celsius, time 2 day. Product: COC(C(CC1=CC(=C(C=C1)P(=O)(OCC)OCC)P(=O)(OCC)OCC)NC(=O)OC(C)(C)C)=O (3-[3,4-Bis-(diethoxy-phosphoryl)-phenyl]-2-tert-butoxycarbonylamino-propionic Acid Methyl Ester). The yield is 10.5%. Reaction SMILES: [CH3:1][O:2][C:3](=[O:36])[CH:4]([NH:28][C:29]([O:31][C:32]([CH3:35])([CH3:34])[CH3:33])=[O:30])[CH2:5][C:6]1[CH:11]=[CH:10][C:9](OS(C(F)(F)F)(=O)=O)=[C:8](OS(C(F)(F)F)(=O)=O)[CH:7]=1.[P:37]([O-:44])([O:41][CH2:42][CH3:43])[O:38][CH2:39][CH3:40].CN1[CH2:51][CH2:50][O:49]CC1>CC#N.[NH4+].[Cl-].C1C=CC([P]([Pd]([P](C2C=CC=CC=2)(C2C=CC=CC=2)C2C=CC=CC=2)([P](C2C=CC=CC=2)(C2C=CC=CC=2)C2C=CC=CC=2)[P](C2C=CC=CC=2)(C2C=CC=CC=2)C2C=CC=CC=2)(C2C=CC=CC=2)C2C=CC=CC=2)=CC=1>[CH3:1][O:2][C:3](=[O:36])[CH:4]([NH:28][C:29]([O:31][C:32]([CH3:35])([CH3:34])[CH3:33])=[O:30])[CH2:5][C:6]1[CH:11]=[CH:10][C:9]([P:37]([O:41][CH2:42][CH3:43])([O:38][CH2:39][CH3:40])=[O:44])=[C:8]([P:37]([O:49][CH2:50][CH3:51])([O:38][CH2:39][CH3:40])=[O:41])[CH:7]=1 |f:4.5,^1:60,62,81,100|. Reported procedure: To 3-(3,4-bis-trifluoromethanesulfonyloxy-phenyl)-2-tert-butoxycarbonylamino-propionic acid methyl ester (2 g, 3.47 mmol), diethyl phosphite (1 mL, 7.65 mmol) and 4-methyl morpholine (0.93 mL, 8.3 mmol) in MeCN (10 ml) was added Pd(PPh3)4 (167 mg, 0.15 mmol). The mixture was allowed to stirred for two days at 95° C. then diluted with saturated NH4Cl and extracted with EtOAc. The organic layer was dried over magnesium sulfate, concentrated, and chomatographed over silica gel (5% MeOH/EtOAc) to an... Starting materials: C(C)OC(C1=C(C=CC(=C1)C)O)=O (2-hydroxy-5-methyl-benzoic acid ethyl ester), BrCCCl (1-bromo-2-chloro-ethane), C([O-])([O-])=O.[K+].[K+] (potassium carbonate). Yields the product C(C)OC(C1=C(C=CC(=C1)C)OCCCl)=O (2-(2-chloro-ethoxy)-5-methyl-benzoic acid ethyl ester). Reaction SMILES: [CH2:1]([O:3][C:4](=[O:13])[C:5]1[CH:10]=[C:9]([CH3:11])[CH:8]=[CH:7][C:6]=1[OH:12])[CH3:2].Br[CH2:15][CH2:16][Cl:17].C(=O)([O-])[O-].[K+].[K+]>>[CH2:1]([O:3][C:4](=[O:13])[C:5]1[CH:10]=[C:9]([CH3:11])[CH:8]=[CH:7][C:6]=1[O:12][CH2:15][CH2:16][Cl:17])[CH3:2] |f:2.3.4|. Reported procedure: This compound was prepared following the procedure described in Example 1 (part C) starting with 5 g (27.8 mmol) of 2-hydroxy-5-methyl-benzoic acid ethyl ester, 7.9 mL (55.5 mmol) of 1-bromo-2-chloro-ethane and 7.7 g (55.5 mmol) of potassium carbonate. After the work-up and purification, 4.5 g (68% of yield) of the desired product was obtained. Product: CN(C1=CC=C(C=C1)N=NC1=CC=C(C=C1)S(=O)(=O)N1CCC(CC1)CCN1C(=NC=2C(=NC(=C(C21)C)C)N)COCC)C (1-(2-{1-[4-(4-Dimethylaminophenylazo)benzenesulfonyl]piperidin-4-yl}ethyl)-2-(ethoxymethyl)-6,7-dimethyl-1H-imidazo[4,5-c]pyridin-4-amine). Procedure details: Using the method of Examples 49-56, 4-dimethylaminoazobenzene-4′-sulfonyl chloride was reacted with 2-(ethoxymethyl)-6,7-dimethyl-1-(2-piperidin-4-ylethyl)-1H-imidazo[4,5-c]pyridin-4-amine to provide the desired product. The observed accurate mass was 619.3185. The reactants are CN(C)C1=CC=C(C=C1)N=NC2=CC=C(C=C2)S(=O)(=O)Cl (4-dimethylaminoazobenzene-4′-sulfonyl chloride), C(C)OCC=1N(C2=C(C(=NC(=C2C)C)N)N1)CCC1CCNCC1 (2-(ethoxymethyl)-6,7-dimethyl-1-(2-piperidin-4-ylethyl)-1H-imidazo[4,5-c]pyridin-4-amine). RXN SMILES: [CH3:1][N:2]([C:4]1[CH:9]=[CH:8][C:7]([N:10]=[N:11][C:12]2[CH:17]=[CH:16][C:15]([S:18](Cl)(=[O:20])=[O:19])=[CH:14][CH:13]=2)=[CH:6][CH:5]=1)[CH3:3].[CH2:22]([O:24][CH2:25][C:26]1[N:27]([CH2:38][CH2:39][CH:40]2[CH2:45][CH2:44][NH:43][CH2:42][CH2:41]2)[C:28]2[C:33]([CH3:34])=[C:32]([CH3:35])[N:31]=[C:30]([NH2:36])[C:29]=2[N:37]=1)[CH3:23]>>[CH3:1][N:2]([CH3:3])[C:4]1[CH:9]=[CH:8][C:7]([N:10]=[N:11][C:12]2[CH:17]=[CH:16][C:15]([S:18]([N:43]3[CH2:44][CH2:45][CH:40]([CH2:39][CH2:38][N:27]4[C:28]5[C:33]([CH3:34])=[C:32]([CH3:35])[N:31]=[C:30]([NH2:36])[C:29]=5[N:37]=[C:26]4[CH2:25][O:24][CH2:22][CH3:23])[CH2:41][CH2:42]3)(=[O:20])=[O:19])=[CH:14][CH:13]=2)=[CH:6][CH:5]=1. The reactants are c1ccc(CN2CC3CSCC(C3)C2)cc1, CO, ClCCl. The product is C1NCC2CSCC1C2. As a reaction SMILES: [CH2:1]([c:2]1[cH:3][cH:4][cH:5][cH:6][cH:7]1)[N:8]1[CH2:9][CH:10]2[CH2:11][S:12][CH2:13][CH:14]([CH2:15]1)[CH2:16]2.[CH3:17][OH:18].[Cl:19][CH2:20][Cl:21]>>[NH:8]1[CH2:9][CH:10]2[CH2:11][S:12][CH2:13][CH:14]([CH2:15]1)[CH2:16]2.